The task is: describe an organic reaction: reactants, conditions, products, and yield. This data is from the Open Reaction Database (ORD), a public repository of structured organic reaction records. Starting materials: FC1=C(C(=O)OC)C=CC(=C1I)C (methyl 2-fluoro-3-iodo-4-methylbenzoate), C1(=C(C=CC=C1)P(C1CCCCC1)C1CCCCC1)C1=CC=CC=C1 ([1,1′-biphenyl]-2-yldicyclohexylphosphine), CC1(OBOC1(C)C)C (4,4,5,5-tetramethyl-1,3,2-dioxaborolane). The reagents and catalysts are C(C)(=O)O[Pd]OC(C)=O (diacetoxypalladium). Solvent: O1CCOCC1 (1,4-dioxane). Run at temperature 60 celsius, time 8 hour. Product: FC1=C(C(=O)OC)C=CC(=C1B1OC(C(O1)(C)C)(C)C)C (Methyl 2-fluoro-4-methyl-3-(4,4,5,5-tetramethyl-1,3,2-dioxaborolan-2-yl)benzoate). Reaction SMILES: [F:1][C:2]1[C:11](I)=[C:10]([CH3:13])[CH:9]=[CH:8][C:3]=1[C:4]([O:6][CH3:7])=[O:5].C1(C2C=CC=CC=2)C=CC=CC=1P(C1CCCCC1)C1CCCCC1.[CH3:39][C:40]1([CH3:47])[C:44]([CH3:46])([CH3:45])[O:43][BH:42][O:41]1>C(O[Pd]OC(=O)C)(=O)C.O1CCOCC1>[F:1][C:2]1[C:11]([B:42]2[O:43][C:44]([CH3:46])([CH3:45])[C:40]([CH3:47])([CH3:39])[O:41]2)=[C:10]([CH3:13])[CH:9]=[CH:8][C:3]=1[C:4]([O:6][CH3:7])=[O:5]. Procedure details: In a 100 ml 3-neck round bottom flask equipped with a condenser, magnetic stirrer and nitrogen outlet was placed methyl 2-fluoro-3-iodo-4-methylbenzoate (2.0 g, 6.80 mmol), 10.0 ml of anhydrous 1,4-dioxane, diacetoxypalladium (0.076 g, 0.340 mmol) and [1,1′-biphenyl]-2-yldicyclohexylphosphine (0.477 g, 1.360 mmol) under nitrogen. 4,4,5,5-tetramethyl-1,3,2-dioxaborolane (2.96 ml, 20.40 mmol) was added drop wise via syringe. The reaction mixture was heated at 60° C. for 2 hours and stirred at room... Reactants: C(=O)([O-])[O-].[Na+].[Na+] (Na2CO3), FC1=C(C=CC(=C1)F)B(O)O (2,4-difluorophenylboronic acid), C(=O)([O-])[O-].[Na+].[Na+] (Na2CO3), ClC=1C2=C(C=NN1)C=C(C(N2C)=O)C(=O)OCC (Ethyl 8-chloro-1-methyl-2-oxo-1,2-dihydropyrido[3,2-d]pyridazine-3-carboxylate), O1CCOCC1 (1,4-dioxane). Reagents/catalysts: C=1C=CC(=CC1)[P](C=2C=CC=CC2)(C=3C=CC=CC3)[Pd]([P](C=4C=CC=CC4)(C=5C=CC=CC5)C=6C=CC=CC6)([P](C=7C=CC=CC7)(C=8C=CC=CC8)C=9C=CC=CC9)[P](C=1C=CC=CC1)(C=1C=CC=CC1)C=1C=CC=CC1 (tetrakis(triphenylphosphine)palladium). Run in O (water). Reaction conditions: temperature 100 celsius. Product: FC1=C(C=CC(=C1)F)C=1C2=C(C=NN1)C=C(C(N2C)=O)C(=O)O (8-(2,4-difluorophenyl)-1-methyl-2-oxo-1,2-dihydropyrido[3,2-d]pyridazine-3-carboxylic acid). Reaction SMILES: Cl[C:2]1[C:3]2[N:11]([CH3:12])[C:10](=[O:13])[C:9]([C:14]([O:16]CC)=[O:15])=[CH:8][C:4]=2[CH:5]=[N:6][N:7]=1.O1CCOCC1.C([O-])([O-])=O.[Na+].[Na+].[F:31][C:32]1[CH:37]=[C:36]([F:38])[CH:35]=[CH:34][C:33]=1B(O)O>O.C1C=CC([P]([Pd]([P](C2C=CC=CC=2)(C2C=CC=CC=2)C2C=CC=CC=2)([P](C2C=CC=CC=2)(C2C=CC=CC=2)C2C=CC=CC=2)[P](C2C=CC=CC=2)(C2C=CC=CC=2)C2C=CC=CC=2)(C2C=CC=CC=2)C2C=CC=CC=2)=CC=1>[F:31][C:32]1[CH:37]=[C:36]([F:38])[CH:35]=[CH:34][C:33]=1[C:2]1[C:3]2[N:11]([CH3:12])[C:10](=[O:13])[C:9]([C:14]([OH:16])=[O:15])=[CH:8][C:4]=2[CH:5]=[N:6][N:7]=1 |f:2.3.4,^1:46,48,67,86|. Procedure: To a suspension of ethyl 8-chloro-1-methyl-2-oxo-1,2-dihydropyrido[3,2-d]pyridazine-3-carboxylate (6) (1.40 g, 5.23 mmol) in 3:1 1,4-dioxane: 2 M aq Na2CO3 (16 mL) was added 2,4-difluorophenylboronic acid (1.03 g, 6.54 mmol) and tetrakis(triphenylphosphine)palladium (0) (0.484 g, 0.418 mmol). The reaction mixture was heated in a microwave at 100° C. for 75 min, then more Na2CO3 solid (100 mg) was added and the reaction mixture was heated in the microwave at 100° C. for an additional 2 h. The mix... Starting materials: C(C)(C)(C)OC(=O)N1C[C@H]([C@@H](C1)CN(C(C1=CC(=C(C=C1)OC)OCCCOC)=O)C(C)C)CNC1CC1 ((3R*,4R*)-3-cyclopropylaminomethyl-4-({isopropyl-[4-methoxy-3-(3-methoxy-propoxy)-benzoyl]-amino}-methyl)-pyrrolidine-1-carboxylic acid tert-butyl ester), C(=O)OC(C)(C)C (H-Boc), CC(C(=O)OC)(CO)C (methyl 2,2-dimethyl-3-hydroxypropionate), C(OC(Cl)(Cl)Cl)(OC(Cl)(Cl)Cl)=O (bis(trichloromethyl) carbonate). Run in O (H2O), CC#N (CH3CN), CC#N (CH3CN), CC#N.O (CH3CN H2O). Yields the product C(C)(C)(C)OC(=O)N1C[C@H]([C@@H](C1)CN(C(C1=CC(=C(C=C1)OC)OCCCOC)=O)C(C)C)CN(C(=O)OCC(C)(C)C(=O)OC)C1CC1 ((3S*,4R*)-3-{[Cyclopropyl-(2-methoxycarbonyl-2-methyl-propoxycarbonyl)-amino]-methyl}-4-({isopropyl-[4-methoxy-3-(3-methoxy-propoxy)-benzoyl]-amino}-methyl)-pyrrolidine-1-carboxylic acid tert-butyl ester). RXN SMILES: [C:1]([O:5][C:6]([N:8]1[CH2:12][C@@H:11]([CH2:13][N:14]([CH:31]([CH3:33])[CH3:32])[C:15](=[O:30])[C:16]2[CH:21]=[CH:20][C:19]([O:22][CH3:23])=[C:18]([O:24][CH2:25][CH2:26][CH2:27][O:28][CH3:29])[CH:17]=2)[C@H:10]([CH2:34][NH:35][CH:36]2[CH2:38][CH2:37]2)[CH2:9]1)=[O:7])([CH3:4])([CH3:3])[CH3:2].[CH3:39][C:40]([CH3:47])([CH2:45][OH:46])[C:41]([O:43][CH3:44])=[O:42].[C:48](=O)(OC(Cl)(Cl)Cl)[O:49]C(Cl)(Cl)Cl.C(OC(C)(C)C)=O>O.CC#N.CC#N.O>[C:1]([O:5][C:6]([N:8]1[CH2:12][C@@H:11]([CH2:13][N:14]([CH:31]([CH3:32])[CH3:33])[C:15](=[O:30])[C:16]2[CH:21]=[CH:20][C:19]([O:22][CH3:23])=[C:18]([O:24][CH2:25][CH2:26][CH2:27][O:28][CH3:29])[CH:17]=2)[C@H:10]([CH2:34][N:35]([CH:36]2[CH2:37][CH2:38]2)[C:48]([O:46][CH2:45][C:40]([C:41]([O:43][CH3:44])=[O:42])([CH3:47])[CH3:39])=[O:49])[CH2:9]1)=[O:7])([CH3:3])([CH3:4])[CH3:2] |f:6.7|. Procedure: The title compound is prepared analogously as described above for NVP-BGW706 from ((3R*,4R*)-3-cyclopropylaminomethyl-4-({isopropyl-[4-methoxy-3-(3-methoxy-propoxy)-benzoyl]-amino}-methyl)-pyrrolidine-1-carboxylic acid tert-butyl ester and methyl 2,2-dimethyl-3-hydroxypropionate using bis(trichloromethyl) carbonate. MS (LC-MS): 592.1 [M+H-Boc]+; tR (HPLC, Macherey-Nagel Nucleosil C18 column, 10-100% CH3CN/H2O/5 min, 100% CH3CN/3 min, CH3CN and H2O containing 0.1% TFA, flow: 1.5 ml/min): 5.92 min...